From a dataset of the Open Reaction Database (ORD), a public repository of structured organic reaction records. describe an organic reaction: reactants, conditions, products, and yield As a reaction SMILES: [F:1][C:2]([c:3]1[cH:4][c:5](-[c:9]2[nH:10][c:11](=[O:14])[s:12][cH:13]2)[cH:6][cH:7][cH:8]1)([F:15])[F:16].[P:17]([Cl:18])([Cl:19])([Cl:20])=[O:21]>>[F:1][C:2]([c:3]1[cH:4][c:5](-[c:9]2[n:10][c:11]([Cl:19])[s:12][cH:13]2)[cH:6][cH:7][cH:8]1)([F:15])[F:16]. Yields the product FC(F)(F)c1cccc(-c2csc(Cl)n2)c1. The reactants are O=c1[nH]c(-c2cccc(C(F)(F)F)c2)cs1, O=P(Cl)(Cl)Cl. Reactants: C(C1=CC=CC=C1)O[C@@H]1[C@@]2(O[C@H]([C@@H]1OC2)N2C=1N=C(NC(C1N=C2)=O)NC(C(C)C)=O)COC(C2=CC=CC=C2)=O ((1S,3R,4R,7S)-7-Benzyloxy-1-benzoyloxymethyl-3-(2-N-isobutyrylguanin-9-yl)-2,5-dioxabicyclo[2.2.1]heptane), aqueous solution, [OH-].[Na+] (NaOH), C(C)(=O)O (Acetic acid). Solvent: C(C)O.N1=CC=CC=C1 (ethanol pyridine). Reaction conditions: time 30 minute. Yields the product C(C1=CC=CC=C1)O[C@@H]1[C@]2(O[C@H]([C@@H]1OC2)N2C=1N=C(NC(C1N=C2)=O)NC(C(C)C)=O)CO ((1S,3R,4R,7S)-7-Benzyloxy-1-hydroxymethyl-3-(2-N-isobutyrylguanin-9-yl)-2,5-dioxabicyclo[2.2.1]heptane). Isolated yield 86.6%. RXN SMILES: [CH2:1]([O:8][C@H:9]1[C@H:13]2[O:14][CH2:15][C@@:10]1([CH2:32][O:33]C(=O)C1C=CC=CC=1)[O:11][C@H:12]2[N:16]1[CH:24]=[N:23][C:22]2[C:21](=[O:25])[NH:20][C:19]([NH:26][C:27](=[O:31])[CH:28]([CH3:30])[CH3:29])=[N:18][C:17]1=2)[C:2]1[CH:7]=[CH:6][CH:5]=[CH:4][CH:3]=1.[OH-].[Na+].C(O)(=O)C>C(O)C.N1C=CC=CC=1>[CH2:1]([O:8][C@H:9]1[C@H:13]2[O:14][CH2:15][C@:10]1([CH2:32][OH:33])[O:11][C@H:12]2[N:16]1[CH:24]=[N:23][C:22]2[C:21](=[O:25])[NH:20][C:19]([NH:26][C:27](=[O:31])[CH:28]([CH3:29])[CH3:30])=[N:18][C:17]1=2)[C:2]1[CH:7]=[CH:6][CH:5]=[CH:4][CH:3]=1 |f:1.2,4.5|. Procedure details: To a solution of compound 14 (8.2 g, 14.7 mmol) in ethanol/pyridine (8:1, 450 mL) was added 2 M aqueous solution of NaOH (15.5 mL) and the mixture was stirred for 30 min at ambient temperature. Acetic acid (25 mL) was added to the reaction mixture and the solvents were removed under reduced pressure. The residue was crystallised from 20% aqueous ethanol to give 5.8 g (87%) of compound 15 as a white solid material. δH (DMSO-d6) 8.05 (1H, s, 8-H), 7.33-7.26 (5H, m, Bn), 5.85 (1H, s, 1′-H), 5.17 (1... Starting materials: ClC=1C=C(C=CC1Cl)S(=O)(=O)N1C=2C=CC=CC2C2=CC=CC=C2C1CC(=O)O ([5-(3,4-dichloro-benzenesulfonyl)-5,6-dihydro-phenanthridin-6-yl]-acetic acid), N1CCC(CC1)CC1=CC=C(C=C1)C=1NCCCN1 (2-(4-Piperidin-4-ylmethyl-phenyl)-1,4,5,6-tetrahydro-pyrimidine). The product is ClC=1C=C(C=CC1Cl)S(=O)(=O)N1C=2C=CC=CC2C2=CC=CC=C2C1CC(=O)N1CCC(CC1)CC1=CC=C(C=C1)C=1NCCCN1 (2-[5-(3,4-Dichloro-benzenesulfonyl)-5,6-dihydro-phenanthridin-6-yl]-1-{4-[4-(1,4,5,6-tetrahydro-pyrimidin-2-yl)-benzyl]-piperidin-1-yl}-ethanone). Reaction SMILES: [Cl:1][C:2]1[CH:3]=[C:4]([S:9]([N:12]2[CH:25]([CH2:26][C:27]([OH:29])=O)[C:24]3[C:19](=[CH:20][CH:21]=[CH:22][CH:23]=3)[C:18]3[CH:17]=[CH:16][CH:15]=[CH:14][C:13]2=3)(=[O:11])=[O:10])[CH:5]=[CH:6][C:7]=1[Cl:8].[NH:30]1[CH2:35][CH2:34][CH:33]([CH2:36][C:37]2[CH:42]=[CH:41][C:40]([C:43]3[NH:44][CH2:45][CH2:46][CH2:47][N:48]=3)=[CH:39][CH:38]=2)[CH2:32][CH2:31]1>>[Cl:1][C:2]1[CH:3]=[C:4]([S:9]([N:12]2[CH:25]([CH2:26][C:27]([N:30]3[CH2:35][CH2:34][CH:33]([CH2:36][C:37]4[CH:38]=[CH:39][C:40]([C:43]5[NH:48][CH2:47][CH2:46][CH2:45][N:44]=5)=[CH:41][CH:42]=4)[CH2:32][CH2:31]3)=[O:29])[C:24]3[C:19](=[CH:20][CH:21]=[CH:22][CH:23]=3)[C:18]3[CH:17]=[CH:16][CH:15]=[CH:14][C:13]2=3)(=[O:10])=[O:11])[CH:5]=[CH:6][C:7]=1[Cl:8]. Reported procedure: The title compound was prepared from [5-(3,4-dichloro-benzenesulfonyl)-5,6-dihydro-phenanthridin-6-yl]-acetic acid (Example 2c) and 2-(4-piperidin-4-ylmethyl-phenyl)-1,4,5,6-tetrahydro-pyrimidine (Reference Example 7) according to the method described in Example 1e. MS (EI) 688.3 (MH+). Reactants: CC(COCC(=O)Cl)NCc1ccccc1, CC(C)(C)[O-], CC(C)(C)O, [Na+]. Yields the product CC1COCC(=O)N1Cc1ccccc1. As a reaction SMILES: [CH2:1]([c:2]1[cH:3][cH:4][cH:5][cH:6][cH:7]1)[NH:8][CH:9]([CH2:10][O:11][CH2:12][C:13](=[O:14])[Cl:15])[CH3:16].[CH3:17][C:18]([CH3:19])([O-:20])[CH3:21].[CH3:23][C:24]([OH:25])([CH3:26])[CH3:27].[Na+:22]>>[CH2:1]([c:2]1[cH:3][cH:4][cH:5][cH:6][cH:7]1)[N:8]1[CH:9]([CH3:16])[CH2:10][O:11][CH2:12][C:13]1=[O:14]. The reactants are stainless steel, O1C=CC=C1 (furan), C(C=C)(=O)OC (methyl acrylate), [C]=O (carbon monoxide). Conditions: time 7 hour. Yields the product O1C(=CC=C1)C=CC(=O)OC (methyl β-(2-furyl)acrylate). Yield: 39.0%. As a reaction SMILES: [C:1]([O:5][CH3:6])(=[O:4])[CH:2]=[CH2:3].[C]=O.[O:9]1[CH:13]=[CH:12][CH:11]=[CH:10]1>>[O:9]1[CH:13]=[CH:12][CH:11]=[C:10]1[CH:3]=[CH:2][C:1]([O:5][CH3:6])=[O:4] |^3:6|. Procedure: Charged in a shaking type stainless steel autoclave having an inner capacity of 100 ml, were 30 ml of furan, 1.083 g of methyl acrylate and 0.04 g of Rh4 (CO)12, followed by supply of carbon monoxide under 25 kg/cm2. Reaction was carried out at 220° C. for 7 hours. After completion of the reaction, the obtained reddish orange reaction solution was concentrated under reduced pressure and separated and purified by silica gel column chromatography. From a fraction eluted with benzene/hexane (3/2 to... Reactants: BrC1=C(SC=C1)C(F)(F)F (3-bromo-2-(trifluoromethyl)thiophene), O1CCCC1 (tetrahydrofuran), C(C)(C)NC(C)C (N,N-diisopropylamine), C(CCC)[Li] (n-butyllithium), CCCCCC (hexane), O1CCCC1 (tetrahydrofuran). The solvent is CN(C=O)C (N,N-dimethylformamide), O (water). Reaction conditions: temperature 0 celsius, time 15 minute. Yields the product BrC=1C=C(SC1C(F)(F)F)C=O (4-bromo-5-(trifluoromethyl)thiophene-2-carbaldehyde). The yield is 47.0%. RXN SMILES: C(NC(C)C)(C)C.C([Li])CCC.CCCCCC.[Br:19][C:20]1[CH:24]=[CH:23][S:22][C:21]=1[C:25]([F:28])([F:27])[F:26].[O:29]1CCC[CH2:30]1>O.CN(C)C=O>[Br:19][C:20]1[CH:24]=[C:23]([CH:30]=[O:29])[S:22][C:21]=1[C:25]([F:28])([F:27])[F:26]. Procedure details: To a solution of N,N-diisopropylamine (680 μL, 5.19 mmol) in tetrahydrofuran (5 ml) was added dropwise a solution of 1.67 mol/L n-butyllithium in hexane (3.11 ml, 5.19 mmol) at −78° C. under argon atmosphere, and the mixture was stirred at the same temperature for 15 minutes. The reaction solution was slowly warmed to 0° C., and stirred for 20 minutes, and then cooled to −40° C. Then, thereto was added dropwise a solution of 3-bromo-2-(trifluoromethyl)thiophene (1000 mg, 4.33 mmol) in tetrahydro... Reactants: CON(C)C(=O)CCCBr, CC(C)(C)OC(=O)N1CCNC(=O)CC1, [H-], [Na+], CN(C)C=O. Product: CON(C)C(=O)CCN1CCN(C(=O)OC(C)(C)C)CCC1=O. As a reaction SMILES: [Br:16][CH2:17][CH2:18][CH2:19][C:20](=[O:21])[N:22]([CH3:23])[O:24][CH3:25].[C:1]([CH3:2])([CH3:3])([CH3:4])[O:5][C:6](=[O:7])[N:8]1[CH2:9][CH2:10][NH:11][C:12](=[O:15])[CH2:13][CH2:14]1.[H-:27].[Na+:26].[O:28]=[CH:29][N:30]([CH3:31])[CH3:32]>>[C:1]([CH3:2])([CH3:3])([CH3:4])[O:5][C:6](=[O:7])[N:8]1[CH2:9][CH2:10][N:11]([CH2:18][CH2:19][C:20](=[O:21])[N:22]([CH3:23])[O:24][CH3:25])[C:12](=[O:15])[CH2:13][CH2:14]1.